From a dataset of the Open Reaction Database (ORD), a public repository of structured organic reaction records. describe an organic reaction: reactants, conditions, products, and yield Reactants: [BH4-], COCC(=O)c1c(CCN(C)C)sc2ccccc12, ClCCl, O=C(O)C(F)(F)F, [NH4+], [Na+], [OH-]. Yields the product COCCc1c(CCN(C)C)sc2ccccc12. As a reaction SMILES: [BH4-:1].[CH3:10][N:11]([CH2:12][CH2:13][c:14]1[c:15]([C:23]([CH2:24][O:25][CH3:26])=[O:27])[c:16]2[c:17]([s:18]1)[cH:19][cH:20][cH:21][cH:22]2)[CH3:28].[Cl:31][CH2:32][Cl:33].[F:3][C:4]([F:5])([F:6])[C:7]([OH:8])=[O:9].[NH4+:30].[Na+:2].[OH-:29]>>[CH3:10][N:11]([CH2:12][CH2:13][c:14]1[c:15]([CH2:23][CH2:24][O:25][CH3:26])[c:16]2[c:17]([s:18]1)[cH:19][cH:20][cH:21][cH:22]2)[CH3:28]. Starting materials: COC(=O)c1cccc(CBr)c1, CCOC(C)=O, CS(C)=O, N#C[Na], O. Yields the product COC(=O)c1cccc(CC#N)c1. As a reaction SMILES: [Br:4][CH2:5][c:6]1[cH:7][c:8]([C:9](=[O:10])[O:11][CH3:12])[cH:13][cH:14][cH:15]1.[CH3:16][CH2:17][O:18][C:19](=[O:20])[CH3:21].[CH3:23][S:24]([CH3:25])=[O:26].[Na:1][C:2]#[N:3].[OH2:22]>>[C:2](#[N:3])[CH2:5][c:6]1[cH:7][c:8]([C:9](=[O:10])[O:11][CH3:12])[cH:13][cH:14][cH:15]1. Reaction SMILES: [CH3:1][C:2]1[C:6]([C:7]2[CH:12]=[CH:11][CH:10]=[CH:9][CH:8]=2)=[C:5]([CH3:13])[N:4]([C:14]2[CH:19]=[CH:18][C:17]([CH2:20][CH2:21][NH:22][C:23](=O)[O:24]C3C=CC=CC=3)=[CH:16][CH:15]=2)[N:3]=1.[F:32][C:33]1[CH:38]=[CH:37][CH:36]=[CH:35][C:34]=1[S:39]([NH2:42])(=[O:41])=[O:40]>>[CH3:1][C:2]1[C:6]([C:7]2[CH:12]=[CH:11][CH:10]=[CH:9][CH:8]=2)=[C:5]([CH3:13])[N:4]([C:14]2[CH:19]=[CH:18][C:17]([CH2:20][CH2:21][NH:22][C:23]([NH:42][S:39]([C:34]3[CH:35]=[CH:36][CH:37]=[CH:38][C:33]=3[F:32])(=[O:41])=[O:40])=[O:24])=[CH:16][CH:15]=2)[N:3]=1. Product: CC1=NN(C(=C1C1=CC=CC=C1)C)C1=CC=C(C=C1)CCNC(=O)NS(=O)(=O)C1=C(C=CC=C1)F (N-[({2-[4-(3,5-Dimethyl-4-phenyl-1H-pyrazol-1-yl)phenyl]ethyl}amino)carbonyl]-2-fluorobenzenesulfonamide). Procedure details: The title compound was prepared according to the procedure described in step 2 of Example 22 from phenyl 2-[4-(3,5-dimethyl-4-phenyl-1H-pyrazol-1-yl)phenyl]ethylcarbamate (step 1 of Example 22) and 2-fluorobenzenesulfonamide: 1H-NMR (CDCl3) δ 7.89 (1H, t, J=6.9 Hz), 7.45-7.06 (12H, m), 6.48 (1H, br.s), 3.46-3.36 (2H, m),2.77-2.71 (2H, m), 2.28 (3H, s), 2.21 (3H, s). The reactants are CC1=NN(C(=C1C1=CC=CC=C1)C)C1=CC=C(C=C1)CCNC(OC1=CC=CC=C1)=O (Phenyl 2-[4-(3,5-dimethyl-4-phenyl-1H-pyrazol-1-yl)phenyl]ethylcarbamate), FC1=C(C=CC=C1)S(=O)(=O)N (2-fluorobenzenesulfonamide). Reactants: C(C)(C)(C)OC(=O)N1CC(C1)C=1N=NC=CC1N1CCC(CC1)C(O[SiH2]C(C)(C)C)(C)C (3-{4-[4-(tert-butyl-dimethyl-silanyloxymethyl)-piperidin-1-yl]-pyridazin-3-yl}-azetidine-1-carboxylic acid tert-butyl ester), Cl.CO (HCl MeOH). Run at time 30 minute. The product is Cl.N1CC(C1)C=1N=NC=CC1N1CCC(CC1)CO ([1-(3-azetidin-3-yl-pyridazin-4-yl)-piperidin-4-yl]-methanol hydrochloride). Isolated yield 98.0%. As a reaction SMILES: C(OC([N:8]1[CH2:11][CH:10]([C:12]2[N:13]=[N:14][CH:15]=[CH:16][C:17]=2[N:18]2[CH2:23][CH2:22][CH:21]([C:24](C)(C)[O:25][SiH2]C(C)(C)C)[CH2:20][CH2:19]2)[CH2:9]1)=O)(C)(C)C.[ClH:33].CO>>[ClH:33].[NH:8]1[CH2:9][CH:10]([C:12]2[N:13]=[N:14][CH:15]=[CH:16][C:17]=2[N:18]2[CH2:19][CH2:20][CH:21]([CH2:24][OH:25])[CH2:22][CH2:23]2)[CH2:11]1 |f:1.2,3.4|. Procedure details: A mixture of 3-{4-[4-(tert-butyl-dimethyl-silanyloxymethyl)-piperidin-1-yl]-pyridazin-3-yl}-azetidine-1-carboxylic acid tert-butyl ester (63) (730 mg, 1.58 mmol) in 4 M HCl/MeOH solution (20 mL) was stirred at RT for 30 min. Then the solvent was evaporated at 40° C. to give [1-(3-azetidin-3-yl-pyridazin-4-yl)-piperidin-4-yl]-methanol hydrochloride (64) (387 mg, 1.56 mmol, 98% yield) as a yellow solid. Reactants: O (water), BrC=1C=C2C(CCOC2=C(C1)C(C)C)(C)C (6-Bromo-4,4-dimethyl-8-(propan-2-yl)-3,4-dihydro-2H-chromene), CN(C)C=O (DMF), [Li]CCCC (n-BuLi). The solvent is O1CCCC1 (tetrahydrofuran). Reaction conditions: temperature -78 celsius, time 30 minute. Yields the product CC1(CCOC2=C(C=C(C=C12)C=O)C(C)C)C (4,4-dimethyl-8-(propan-2-yl)-3,4-dihydro-2H-chromene-6-carbaldehyde). As a reaction SMILES: Br[C:2]1[CH:3]=[C:4]2[C:9](=[C:10]([CH:12]([CH3:14])[CH3:13])[CH:11]=1)[O:8][CH2:7][CH2:6][C:5]2([CH3:16])[CH3:15].[Li]CCCC.CN([CH:25]=[O:26])C.O>O1CCCC1>[CH3:15][C:5]1([CH3:16])[C:4]2[C:9](=[C:10]([CH:12]([CH3:14])[CH3:13])[CH:11]=[C:2]([CH:25]=[O:26])[CH:3]=2)[O:8][CH2:7][CH2:6]1. Procedure details: 6-Bromo-4,4-dimethyl-8-(propan-2-yl)-3,4-dihydro-2H-chromene (154 mg, 0.54 mmol) in tetrahydrofuran (5.44 mL) was cooled to −78° C. and n-BuLi (261 μL, 0.65 mmol) was added dropwise via a syringe. The reaction mixture was stirred at −78° C. for 30 minutes, and then DMF (168 μL, 2.17 mmol) was added dropwise. The resulting mixture was allowed to warm to room temperature, and stirred for 30 minutes before water was added. It was then extracted with EtOAc (2×) and the combined organic layers were d... Starting materials: ClC1=NC2=C(C=CC=C2C=C1)C(F)(F)F (2-chloro-8-trifluoromethyl-quinoline), C(CCC)[Li] (butyllithium), C(C)(C)NC(C)C (diisopropyl amine), C(=O)OCC (ethyl formate), C(CCC)[Li] (n-Butyllithium). The solvent is C1CCOC1 (THF), C1CCOC1 (THF). Reaction conditions: temperature 0 celsius, time 1 hour. Product: ClC1=NC2=C(C=CC=C2C=C1C=O)C(F)(F)F (2-chloro-8-trifluoromethyl-quinoline-3-carbaldehyde). Isolated yield 34.0%. As a reaction SMILES: C([Li])CCC.C(NC(C)C)(C)C.[Cl:13][C:14]1[CH:23]=[CH:22][C:21]2[C:16](=[C:17]([C:24]([F:27])([F:26])[F:25])[CH:18]=[CH:19][CH:20]=2)[N:15]=1.[CH:28](OCC)=[O:29]>C1COCC1>[Cl:13][C:14]1[C:23]([CH:28]=[O:29])=[CH:22][C:21]2[C:16](=[C:17]([C:24]([F:26])([F:25])[F:27])[CH:18]=[CH:19][CH:20]=2)[N:15]=1. Procedure details: To a cold solution of butyllithium (0.498 g, 1.7 mmol) in 2 mL dry THF at −20C. was added diisopropyl amine (0.192 g, 1.9 mmol) drop wise and reaction mixture was allowed to stir at 0° C. for 1 h. then reaction mixture was again cooled to −78° C. and a solution of 2-chloro-8-trifluoromethyl-quinoline (0.4 g, 1.70 mmol) in 4 mL dry THF was added drop wise continued stirring for 5-10 min then added ethyl formate (0.12 g, 1.7 mmol) drop wise, continued stirring for 0.5 h. n-Butyllithium was quenche... Reactants: BrC1=NC=CC=C1 (2-Bromopyridine), C([O-])([O-])=O.[K+].[K+] (potassium carbonate), OC=1C=C(C=CC1)CC(=O)OC (methyl 3-hydroxyphenylacetate). Reagents/catalysts: [Cu]=O (copper (II) oxide). Run in N1=CC=CC=C1 (pyridine). Reaction conditions: temperature 90 celsius. Product: ethyl acetate petrol, N1=C(C=CC=C1)OC=1C=C(C=CC1)CC(=O)OC (methyl [3-(2-pyridyloxy)phenyl]acetate). The yield is 76.1%. Reaction SMILES: Br[C:2]1[CH:7]=[CH:6][CH:5]=[CH:4][N:3]=1.C(=O)([O-])[O-].[K+].[K+].[OH:14][C:15]1[CH:16]=[C:17]([CH2:21][C:22]([O:24][CH3:25])=[O:23])[CH:18]=[CH:19][CH:20]=1>N1C=CC=CC=1.[Cu]=O>[N:3]1[CH:4]=[CH:5][CH:6]=[CH:7][C:2]=1[O:14][C:15]1[CH:16]=[C:17]([CH2:21][C:22]([O:24][CH3:25])=[O:23])[CH:18]=[CH:19][CH:20]=1 |f:1.2.3|. Reported procedure: 2-Bromopyridine (1.1 ml, 11.5 mmol) and potassium carbonate (2.76 g, 20.0 mmol) were added to a solution of methyl 3-hydroxyphenylacetate (1.66 g, 9.99 mmol) in anhydrous pyridine (12 ml). The vigorously stirred reaction mixture was heated to 90° C. under a nitrogen atmosphere and then copper (II) oxide (1.99 g, 25.0 mmol) was added under a positive nitrogen flush. The reaction mixture was heated under reflux for 16 hours, allowed to cool and diluted with dichloromethane. The mixture was filtere...